From a dataset of the Open Reaction Database (ORD), a public repository of structured organic reaction records. describe an organic reaction: reactants, conditions, products, and yield The reactants are CO (methanol), Cl (hydrogen chloride), C(C1=CC=CC=C1)OC1=C(C=C(C(CN(C(C)C)CC2=CC=CC=C2)O)C=C1)NC(COCC1=CC=CC=C1)=O (4-benzyloxy-3-benzyloxyacetylamino-α-(N-benzyl-N-isopropylaminomethyl)benzyl alcohol), solution. The reagents and catalysts are [C].[Pd] (palladium carbon). The solvent is C(C)O (ethanol). Product: Cl.OC1=C(C=C(C(CNC(C)C)O)C=C1)NC(CO)=O (4-hydroxy-3-hydroxyacetylamino-α-(isopropylaminomethyl)benzyl alcohol hydrochloride). As a reaction SMILES: CO.C([O:10][C:11]1[CH:30]=[CH:29][C:14]([CH:15]([OH:28])[CH2:16][N:17](CC2C=CC=CC=2)[CH:18]([CH3:20])[CH3:19])=[CH:13][C:12]=1[NH:31][C:32](=[O:42])[CH2:33][O:34]CC1C=CC=CC=1)C1C=CC=CC=1.[ClH:43]>C(O)C.[C].[Pd]>[ClH:43].[OH:10][C:11]1[CH:30]=[CH:29][C:14]([CH:15]([OH:28])[CH2:16][NH:17][CH:18]([CH3:20])[CH3:19])=[CH:13][C:12]=1[NH:31][C:32](=[O:42])[CH2:33][OH:34] |f:4.5,6.7|. Procedure details: In 100 ml. of methanol there was dissolved 2.3 g. of 4-benzyloxy-3-benzyloxyacetylamino-α-(N-benzyl-N-isopropylaminomethyl)benzyl alcohol and after adding to the solution 4.3 ml. of 1N hydrogen chloride in ethanol solution and then 0.3 g. of 10% palladium carbon, the catalytic reduction was conducted at normal temperature and pressure. When 300 ml. of hydrogen was absorbed, the reaction was stopped. Thereafter, the catalyst was filtered off and then the solvent was distilled off under reduced pr... Procedure details: 3,3′-sulfonyldipropanoic acid (1 equivalent) and thiosemicarbazide (2 equivalents) were taken in PPA and refluxed for overnight. The reaction mixture was then cooled to room temperature. The pH of the reaction mixture was adjusted to 14 using aq. KOH solution, stirred for 30 min and filtered off the solid. The Solid obtained was triturated with diethyl ether and dried to afford the title compound I-15 in 20-30% yield. Yields the product S(=O)(=O)(CCC1=NN=C(S1)N)CCC1=NN=C(S1)N (5,5′-(sulfonylbis(ethane-2,1-diyl))bis(1,3,4-thiadiazol-2-amine)). The yield is 20.0%. Reactants: S(=O)(=O)(CCC(=O)O)CCC(=O)O (3,3′-sulfonyldipropanoic acid), NNC(=S)N (thiosemicarbazide), [OH-].[K+] (KOH). Reaction conditions: time 30 minute. RXN SMILES: [S:1]([CH2:9][CH2:10][C:11](O)=O)([CH2:4][CH2:5][C:6](O)=O)(=[O:3])=[O:2].[NH2:14][NH:15][C:16]([NH2:18])=[S:17].[OH-].[K+]>>[S:1]([CH2:9][CH2:10][C:11]1[S:17][C:16]([NH2:18])=[N:15][N:14]=1)([CH2:4][CH2:5][C:6]1[S:17][C:16]([NH2:18])=[N:15][N:14]=1)(=[O:3])=[O:2] |f:2.3|.